This data is from the Open Reaction Database (ORD), a public repository of structured organic reaction records. The task is: describe an organic reaction: reactants, conditions, products, and yield Starting materials: Cl.Cl.NC=1C=C(C=CC1O)C1=NC2=CC=C(C=C2N=C1C1=CC(=C(C=C1)O)N)C(=O)O (2,3-bis(3-amino-4-hydroxyphenyl)quinoxaline-6-carboxylic acid dihydrochloride), NC=1C=C(C(=O)O)C=CC1N (3,4-diaminobenzoic acid), COC1=CC=C(C=C1)C(=O)C(=O)C1=CC=C(C=C1)OC (4,4′-dimethoxybenzil). The product is COC1=CC=C(C=C1)C1=NC2=CC=C(C=C2N=C1C1=CC=C(C=C1)OC)C(=O)O (2,3-bis(4-methoxyphenyl) quinoxaline-6-carboxylic acid). As a reaction SMILES: Cl.Cl.NC1C=C(C2C(C3C=CC(O)=C(N)C=3)=NC3C(=CC=C(C(O)=O)C=3)N=2)C=CC=1O.[NH2:32][C:33]1[CH:34]=[C:35]([CH:39]=[CH:40][C:41]=1[NH2:42])[C:36]([OH:38])=[O:37].[CH3:43][O:44][C:45]1[CH:50]=[CH:49][C:48]([C:51]([C:53]([C:55]2[CH:60]=[CH:59][C:58]([O:61][CH3:62])=[CH:57][CH:56]=2)=O)=O)=[CH:47][CH:46]=1>>[CH3:62][O:61][C:58]1[CH:57]=[CH:56][C:55]([C:53]2[C:51]([C:48]3[CH:47]=[CH:46][C:45]([O:44][CH3:43])=[CH:50][CH:49]=3)=[N:32][C:33]3[C:41](=[CH:40][CH:39]=[C:35]([C:36]([OH:38])=[O:37])[CH:34]=3)[N:42]=2)=[CH:60][CH:59]=1 |f:0.1.2|. Reported procedure: Briefly, the AB2 monomer, 2,3-bis(3-amino-4-hydroxyphenyl)quinoxaline-6-carboxylic acid dihydrochloride, is synthesized by condensing 3,4-diaminobenzoic acid and 4,4′-dimethoxybenzil to afford 2,3-bis(4-methoxyphenyl) quinoxaline-6-carboxylic acid, followed by demethylation in hydrobromic acid in acetic acid to form 2,3-bis(4-hydroxyphenyl) quinoxaline-6-carboxylic acid. The latter is then nitrated using nitric acid (70% conc.) in acetic acid at room temperature, yielding 2,3-bis(3-nitro-4-hydro... The reactants are O=C1CCC(=O)N1Br, ClC(Cl)(Cl)Cl, Cc1snnc1-c1ccc(F)cc1, CC(C)(C#N)N=NC(C)(C)C#N. Yields the product O=Cc1snnc1-c1ccc(F)cc1. Reaction SMILES: [Br:14][N:15]1[C:16](=[O:18])[CH2:19][CH2:20][C:21]1=[O:17].[C:34]([Cl:35])([Cl:36])([Cl:37])[Cl:38].[F:1][c:2]1[cH:3][cH:4][c:5](-[c:8]2[n:9][n:10][s:11][c:12]2[CH3:13])[cH:6][cH:7]1.[N:22]([C:23]([CH3:24])([CH3:25])[C:26]#[N:27])=[N:28][C:29]([CH3:30])([CH3:31])[C:32]#[N:33]>>[F:1][c:2]1[cH:3][cH:4][c:5](-[c:8]2[n:9][n:10][s:11][c:12]2[CH:13]=[O:17])[cH:6][cH:7]1. RXN SMILES: [Br:15][c:16]1[n:17][cH:18][cH:19][cH:20][cH:21]1.[CH3:22][C:23]([CH3:24])([O-:25])[CH3:26].[CH:28]1([P:29]([CH:30]2[CH2:31][CH2:32][CH2:33][CH2:34][CH2:35]2)[c:36]2[cH:37][cH:38][cH:39][cH:40][c:41]2-[c:42]2[cH:43][cH:44][cH:45][cH:46][c:47]2[N:48]([CH3:49])[CH3:50])[CH2:51][CH2:52][CH2:53][CH2:54][CH2:55]1.[NH2:1][CH:2]1[CH2:3][CH2:4][N:5]([C:8](=[O:9])[O:10][C:11]([CH3:12])([CH3:13])[CH3:14])[CH2:6][CH2:7]1.[Na+:27].[O:56]1[CH2:57][CH2:58][O:59][CH2:60][CH2:61]1>>[NH:1]([CH:2]1[CH2:3][CH2:4][N:5]([C:8](=[O:9])[O:10][C:11]([CH3:12])([CH3:13])[CH3:14])[CH2:6][CH2:7]1)[c:16]1[n:17][cH:18][cH:19][cH:20][cH:21]1. The product is CC(C)(C)OC(=O)N1CCC(Nc2ccccn2)CC1. Reactants: Brc1ccccn1, CC(C)(C)[O-], CN(C)c1ccccc1-c1ccccc1P(C1CCCCC1)C1CCCCC1, CC(C)(C)OC(=O)N1CCC(N)CC1, [Na+], C1COCCO1. Starting materials: CC(=O)N1CCc2ccc(N)cc2C1, ClCCl, O=C(OC(=O)C(F)(F)F)C(F)(F)F, O=C(O)C(F)(F)F. The product is CC(=O)N1CCc2ccc(NC(=O)C(F)(F)F)cc2C1. As a reaction SMILES: [C:1]([CH3:2])(=[O:3])[N:4]1[CH2:5][c:6]2[cH:7][c:8]([NH2:14])[cH:9][cH:10][c:11]2[CH2:12][CH2:13]1.[Cl:35][CH2:36][Cl:37].[F:22][C:23]([F:24])([F:25])[C:26]([O:27][C:28](=[O:29])[C:30]([F:31])([F:32])[F:33])=[O:34].[OH:15][C:16](=[O:17])[C:18]([F:19])([F:20])[F:21]>>[C:1]([CH3:2])(=[O:3])[N:4]1[CH2:5][c:6]2[cH:7][c:8]([NH:14][C:16](=[O:15])[C:18]([F:19])([F:20])[F:21])[cH:9][cH:10][c:11]2[CH2:12][CH2:13]1. The reactants are [H-].[Na+] (sodium hydride), COC1=CC=C(C=C1)[C@@H]1SC2=C(N(C([C@@H]1O)=O)CCN(C)C(=O)OC(C)(C)C)C=CC(=C2)Cl ((-)-cis-2-(4-methoxyphenyl)-3-hydroxy-5-[2-(N-tert.butoxycarbonyl-N-methylamino)ethyl]-8-chloro-2,3-dihydro-1,5-benzothiazepin-4(5H)-one), C(C1=CC=CC=C1)Br (benzyl bromide). Solvent: C1=CC=CC=C1 (benzene), CN(C=O)C (dimethylformamide), O (water). Run at time 30 minute. Product: Cl.COC1=CC=C(C=C1)[C@@H]1SC2=C(N(C([C@@H]1OCC1=CC=CC=C1)=O)CCNC)C=CC(=C2)Cl ((+)-cis-2-(4-methoxyphenyl)-3-benzyloxy-5-[2-(N-methylamino)ethyl]-8-chloro-2,3-dihydro-1,5-benzothiazepin-4(5H)-one.hydrochloride). Yield: 150.0%. As a reaction SMILES: [H-].[Na+].[CH3:3][O:4][C:5]1[CH:10]=[CH:9][C:8]([C@H:11]2[C@@H:17]([OH:18])[C:16](=[O:19])[N:15]([CH2:20][CH2:21][N:22](C(OC(C)(C)C)=O)[CH3:23])[C:14]3[CH:31]=[CH:32][C:33]([Cl:35])=[CH:34][C:13]=3[S:12]2)=[CH:7][CH:6]=1.[CH2:36](Br)[C:37]1[CH:42]=[CH:41][CH:40]=[CH:39][CH:38]=1>C1C=CC=CC=1.CN(C)C=O.O>[ClH:35].[CH3:3][O:4][C:5]1[CH:6]=[CH:7][C:8]([C@H:11]2[C@@H:17]([O:18][CH2:36][C:37]3[CH:42]=[CH:41][CH:40]=[CH:39][CH:38]=3)[C:16](=[O:19])[N:15]([CH2:20][CH2:21][NH:22][CH3:23])[C:14]3[CH:31]=[CH:32][C:33]([Cl:35])=[CH:34][C:13]=3[S:12]2)=[CH:9][CH:10]=1 |f:0.1,7.8|. Procedure details: 0.28 g of sodium hydride (63% oil dispersion) is added to a solution of 1.05 g of (-)-cis-2-(4-methoxyphenyl)-3-hydroxy-5-[2-(N-tert.butoxycarbonyl-N-methylamino)ethyl]-8-chloro-2,3-dihydro-1,5-benzothiazepin-4(5H)-one in a mixture of 10 ml of benzene and one ml of dimethylformamide. The mixture is stirred at room temperature for 30 minutes. Then, 0.92 g of benzyl bromide is added to the mixture, and said mixture is stirred at room temperature for 20 hours. The mixture is diluted with water, and... Reaction SMILES: [F:1][C:2]([F:32])([F:31])[C:3]1[CH:26]=[C:25]([C:27]([F:30])([F:29])[F:28])[CH:24]=[CH:23][C:4]=1[CH2:5][N:6]1[C:14]2[C:9](=[CH:10][C:11](/[CH:15]=[C:16]3/[C:17](=[O:22])[NH:18][C:19](=[O:21])[S:20]/3)=[CH:12][CH:13]=2)[CH:8]=[N:7]1.[C@@H:33]1([CH2:43]O)[C@@H:42]2[N:37]([CH2:38][CH2:39][CH2:40][CH2:41]2)[CH2:36][CH2:35][CH2:34]1>>[F:32][C:2]([F:31])([F:1])[C:3]1[CH:26]=[C:25]([C:27]([F:29])([F:28])[F:30])[CH:24]=[CH:23][C:4]=1[CH2:5][N:6]1[C:14]2[C:9](=[CH:10][C:11](/[CH:15]=[C:16]3/[C:17](=[O:22])[N:18]([CH2:43][C@H:33]4[C@@H:42]5[N:37]([CH2:38][CH2:39][CH2:40][CH2:41]5)[CH2:36][CH2:35][CH2:34]4)[C:19](=[O:21])[S:20]/3)=[CH:12][CH:13]=2)[CH:8]=[N:7]1. Starting materials: FC(C1=C(CN2N=CC3=CC(=CC=C23)\C=C/2\C(NC(S2)=O)=O)C=CC(=C1)C(F)(F)F)(F)F ((5Z)-5-({1-[2,4-bis(trifluoromethyl)benzyl]-1H-indazol-5-yl}methylidene)-2,4-dioxo-1,3-thiazolidine), [C@@H]1(CCCN2CCCC[C@H]12)CO ([(1S,9aR)-octahydro-2H-quinolizin-1-yl]methanol). Procedure details: (5Z)-5-({1-[2,4-Bis(trifluoromethyl)benzyl]-1H-indazol-5-yl}methylidene)-3-[(1S,9aR)-octahydro-2H-quinolizin-1-yl methyl]-1,3-thiazolidine-2,4-dione was prepared from [(5Z)-5-({1-[2,4-bis(trifluoromethyl)benzyl]-1H-indazol-5-yl}methylidene)-2,4-dioxo-1,3-thiazolidine (from Example 6) and [(1S,9aR)-octahydro-2H-quinolizin-1-yl]methanol following General Procedure J. Product: FC(C1=C(CN2N=CC3=CC(=CC=C23)\C=C/2\C(N(C(S2)=O)C[C@@H]2CCCN3CCCC[C@H]23)=O)C=CC(=C1)C(F)(F)F)(F)F ((5Z)-5-({1-[2,4-Bis(trifluoromethyl)benzyl]-1H-indazol-5-yl}methylidene)-3-[(1S,9aR)-octahydro-2H-quinolizin-1-yl methyl]-1,3-thiazolidine-2,4-dione). Starting materials: C1(=CC=CC=C1)SC1=CC=C(C=C1)C(C#N)CCCC (2-(4-phenylthiophenyl) hexanenitrile), BrCBr (dibromomethane), CS(=O)C (dimethyl sulfoxide), [OH-].[Na+] (sodium hydroxide). Solvent: O (water). Yields the product C(#N)C(CBr)(CCCC)C1=CC=C(C=C1)SC1=CC=CC=C1 (2-Cyano-2-(4-phenylthiophenyl)hexyl bromide). Isolated yield 101.5%. RXN SMILES: [C:1]1([S:7][C:8]2[CH:13]=[CH:12][C:11]([CH:14]([CH2:17][CH2:18][CH2:19][CH3:20])[C:15]#[N:16])=[CH:10][CH:9]=2)[CH:6]=[CH:5][CH:4]=[CH:3][CH:2]=1.[Br:21][CH2:22]Br.CS(C)=O.[OH-].[Na+]>O>[C:15]([C:14]([C:11]1[CH:12]=[CH:13][C:8]([S:7][C:1]2[CH:2]=[CH:3][CH:4]=[CH:5][CH:6]=2)=[CH:9][CH:10]=1)([CH2:17][CH2:18][CH2:19][CH3:20])[CH2:22][Br:21])#[N:16] |f:3.4|. Procedure: To a mixture of 31 g (0.1 mole) of 2-(4-phenylthiophenyl) hexanenitrile, 22 g (0.13 mole) of dibromomethane and 100 ml of dimethyl sulfoxide is added 12 g (0.15 mole) of 50% sodium hydroxide solution dropwise with stirring. Reaction mixture is stirred at 60° for 1/2 hour and then poured into water and extracted with ether. The combined ether extracts are washed with water and dried over MgSO4. Solvent is evaporated to give 38 g of product. Starting materials: C=CCCl, Cc1cccc(C)c1N. The product is C=CCNc1c(C)cccc1C. As a reaction SMILES: [CH2:10]([CH:11]=[CH2:12])[Cl:13].[CH3:1][c:2]1[cH:3][cH:4][cH:5][c:6]([CH3:7])[c:8]1[NH2:9]>>[CH3:1][c:2]1[cH:3][cH:4][cH:5][c:6]([CH3:7])[c:8]1[NH:9][CH2:12][CH:11]=[CH2:10].